From a dataset of the Open Reaction Database (ORD), a public repository of structured organic reaction records. describe an organic reaction: reactants, conditions, products, and yield Product: COc1ccc2c(c1)sc1c(C(=O)Nc3nnn[nH]3)cnc(=O)n12. Starting materials: COc1ccc2c(c1)sc1c(C(=O)O)cnc(=O)n12, CN(C)C=O, Nc1nnn[nH]1, O. Reaction SMILES: [CH3:1][O:2][c:3]1[cH:4][c:5]2[c:6]([n:7]3[c:8]([s:9]2)[c:10]([C:15](=[O:16])[OH:17])[cH:11][n:12][c:13]3=[O:14])[cH:18][cH:19]1.[CH3:27][N:28]([CH3:29])[CH:30]=[O:31].[NH2:21][c:22]1[n:23][n:24][n:25][nH:26]1.[OH2:20]>>[CH3:1][O:2][c:3]1[cH:4][c:5]2[c:6]([n:7]3[c:8]([s:9]2)[c:10]([C:15](=[O:17])[NH:21][c:22]2[nH:23][n:24][n:25][n:26]2)[cH:11][n:12][c:13]3=[O:14])[cH:18][cH:19]1. The reactants are IC1=NC=C(C(=O)O)C=C1 (6-iodo-nicotinic acid), C(C)O (ethanol), CCOCC (Ether), Cl.CN(CCCN=C=NCC)C (1-(3-dimethylaminopropyl)-3-ethylcarbodiimide hydrochloride). The reagents and catalysts are CN(C1=CC=NC=C1)C (4-dimethylaminopyridine). Run in C(Cl)Cl (methylene chloride), O (water), C(Cl)Cl (methylene chloride). Reaction conditions: temperature 55 celsius. Product: IC1=NC=C(C(=O)OCC)C=C1 (Ethyl 6-Iodo-nicotinoate). RXN SMILES: Cl.CN(C)[CH2:4][CH2:5]CN=C=NCC.[I:13][C:14]1[CH:22]=[CH:21][C:17]([C:18]([OH:20])=[O:19])=[CH:16][N:15]=1.C(O)C.CCOCC>C(Cl)Cl.CN(C)C1C=CN=CC=1.O>[I:13][C:14]1[CH:22]=[CH:21][C:17]([C:18]([O:20][CH2:4][CH3:5])=[O:19])=[CH:16][N:15]=1 |f:0.1|. Procedure: A mixture of 16.230 g (84.5 mmol) of 1-(3-dimethylaminopropyl)-3-ethylcarbodiimide hydrochloride in 90 ml of methylene chloride was cannulated into a mixture of 17.80 g (71.2 mmol) of 6-iodo-nicotinic acid in 30 ml of methylene chloride. The resulting mixture was stirred and 7.85 g (0.171 mmol) of ethanol, and then 0.826 g (6.8 mmol) of 4-dimethylaminopyridine was added and the resulting mixture refluxed at 55° C. for 20 hours and then stirred at room temperature for 12 hours. Ether and water we... Starting materials: [N+](=O)([O-])C=1C=C(NC(CCCC)=O)C=CC1 (m-nitrovaleranilide), O (water), Be hydrochloric acid. Reagents/catalysts: [Fe] (iron). Solvent: C(C)O (ethanol). Run at time 30 minute. The product is NC=1C=C(NC(CCCC)=O)C=CC1 (m-aminovaleranilide). Yield: 98.3%. RXN SMILES: [N+:1]([C:4]1[CH:5]=[C:6]([CH:14]=[CH:15][CH:16]=1)[NH:7][C:8](=[O:13])[CH2:9][CH2:10][CH2:11][CH3:12])([O-])=O.O>[Fe].C(O)C>[NH2:1][C:4]1[CH:5]=[C:6]([CH:14]=[CH:15][CH:16]=1)[NH:7][C:8](=[O:13])[CH2:9][CH2:10][CH2:11][CH3:12]. Procedure details: A mixture of 177.6 g of m-nitrovaleranilide, 160 ml of water, 8 ml of 22° Be hydrochloric acid and 640 ml of 95% ethanol was refluxed and 480 g of iron powder were added with stirring over 30 minutes. Reflux was continued for 30 minutes with stirring and the mixture was filtered. The filtrate was concentrated to dryness under reduced pressure and the residue was chromatographed over silica gel. Elution with an 8- 2 methylene chloride-acetone mixture gave 151 g of m-aminovaleranilide with a speci... The reactants are ClCCCl, Cl, Cc1ccc2c(c1)NC(=O)C(NC(=O)OC(C)(C)C)CN2, O=C(Cl)c1ccccn1, c1ccncc1. Yields the product Cc1ccc2c(c1)NC(=O)C(NC(=O)OC(C)(C)C)CN2C(=O)c1ccccn1. As a reaction SMILES: [Cl:38][CH2:39][CH2:40][Cl:41].[ClH:22].[O:1]=[C:2]1[CH:3]([NH:14][C:15](=[O:16])[O:17][C:18]([CH3:19])([CH3:20])[CH3:21])[CH2:4][NH:5][c:6]2[c:7]([cH:9][c:10]([CH3:13])[cH:11][cH:12]2)[NH:8]1.[c:23]1([C:29](=[O:30])[Cl:31])[cH:24][cH:25][cH:26][cH:27][n:28]1.[cH:32]1[cH:33][cH:34][n:35][cH:36][cH:37]1>>[O:1]=[C:2]1[CH:3]([NH:14][C:15](=[O:16])[O:17][C:18]([CH3:19])([CH3:20])[CH3:21])[CH2:4][N:5]([C:29]([c:23]2[cH:24][cH:25][cH:26][cH:27][n:28]2)=[O:30])[c:6]2[c:7]([cH:9][c:10]([CH3:13])[cH:11][cH:12]2)[NH:8]1.